describe an organic reaction: reactants, conditions, products, and yield From a dataset of the Open Reaction Database (ORD), a public repository of structured organic reaction records. Yields the product O=[N+]([O-])c1cccc(NCCN2CCCC2)c1. Reaction SMILES: [C:19](=[O:20])([O-:21])[O-:22].[Cs+:23].[Cs+:24].[F:1][c:2]1[cH:3][c:4]([N+:8](=[O:9])[O-:10])[cH:5][cH:6][cH:7]1.[NH2:11][CH2:12][CH2:13][N:14]1[CH2:15][CH2:16][CH2:17][CH2:18]1.[O:25]=[CH:26][N:27]([CH3:28])[CH3:29]>>[c:2]1([NH:11][CH2:12][CH2:13][N:14]2[CH2:15][CH2:16][CH2:17][CH2:18]2)[cH:3][c:4]([N+:8](=[O:9])[O-:10])[cH:5][cH:6][cH:7]1. Starting materials: O=C([O-])[O-], [Cs+], [Cs+], O=[N+]([O-])c1cccc(F)c1, NCCN1CCCC1, CN(C)C=O. Starting materials: CC(=O)O, CCCCCCCCc1ccc(N)cc1, CC1(C)OCC(=O)CO1, CCOCC, ClCCCl. Yields the product CCCCCCCCc1ccc(NC2COC(C)(C)OC2)cc1. Reaction SMILES: [C:25]([OH:26])(=[O:27])[CH3:28].[CH2:1]([CH2:2][CH2:3][CH2:4][CH2:5][CH2:6][CH2:7][CH3:8])[c:9]1[cH:10][cH:11][c:12]([NH2:13])[cH:14][cH:15]1.[CH3:16][C:17]1([CH3:24])[O:18][CH2:19][C:20](=[O:23])[CH2:21][O:22]1.[CH3:33][CH2:34][O:35][CH2:36][CH3:37].[Cl:29][CH2:30][CH2:31][Cl:32]>>[CH2:1]([CH2:2][CH2:3][CH2:4][CH2:5][CH2:6][CH2:7][CH3:8])[c:9]1[cH:10][cH:11][c:12]([NH:13][CH:20]2[CH2:19][O:18][C:17]([CH3:16])([CH3:24])[O:22][CH2:21]2)[cH:14][cH:15]1. The reagents and catalysts are [Cu]I (copper (I) iodide). Run in CS(=O)C (dimethylsulfoxide), C(C)(=O)OCC (ethyl acetate). The reactants are IC1=C(C(=O)O)C=CC(=C1)CCC1=CC=CC=C1 (2-iodo-4-phenethylbenzoic acid), C(CC1=CC=CC=C1)N (phenethylamine), N1[C@H](C(=O)O)CCC1 (proline), C([O-])([O-])=O.[K+].[K+] (potassium carbonate), Cl (hydrochloric acid). Yields the product C(CC1=CC=CC=C1)C1=CC(=C(C(=O)O)C=C1)NCCC1=CC=CC=C1 (4-phenethyl-2-(phenethylamino)benzoic acid). Reaction conditions: temperature 60 celsius, time 4 hour. As a reaction SMILES: I[C:2]1[CH:10]=[C:9]([CH2:11][CH2:12][C:13]2[CH:18]=[CH:17][CH:16]=[CH:15][CH:14]=2)[CH:8]=[CH:7][C:3]=1[C:4]([OH:6])=[O:5].[CH2:19]([NH2:27])[CH2:20][C:21]1[CH:26]=[CH:25][CH:24]=[CH:23][CH:22]=1.N1CCC[C@H]1C(O)=O.C(=O)([O-])[O-].[K+].[K+].Cl>[Cu]I.C(OCC)(=O)C.CS(C)=O>[CH2:11]([C:9]1[CH:8]=[CH:7][C:3]([C:4]([OH:6])=[O:5])=[C:2]([NH:27][CH2:19][CH2:20][C:21]2[CH:26]=[CH:25][CH:24]=[CH:23][CH:22]=2)[CH:10]=1)[CH2:12][C:13]1[CH:18]=[CH:17][CH:16]=[CH:15][CH:14]=1 |f:3.4.5|. Procedure: To dimethylsulfoxide 2.0 mL solution of 2-iodo-4-phenethylbenzoic acid 0.20 g were added phenethylamine 0.11 mL, copper (I) iodide 0.010 g, proline 0.013 g and potassium carbonate 0.16 g, and it was stirred at 60° C. for 4 hours. After the reaction mixture was cooled to room temperature, 1.0 mol/L hydrochloric acid and ethyl acetate were added to it. The organic layer was separated and collected,dried over anhydrous magnesium sulfate after washing with saturated sodium chloride aqueous solution,... Starting materials: CN1CCNCC1 (N-methylpiperazine), BrCC(=O)OCC (ethyl bromoacetate). Run in C(C)OCC (diethyl ether), O (water). Reaction conditions: time 8 hour. The product is CN1CCN(CC1)CC(=O)O (4-methylpiperazine-1-acetic acid). Yield: 82.2%. Reaction SMILES: [CH3:1][N:2]1[CH2:7][CH2:6][NH:5][CH2:4][CH2:3]1.Br[CH2:9][C:10]([O:12]CC)=[O:11]>C(OCC)C.O>[CH3:1][N:2]1[CH2:7][CH2:6][N:5]([CH2:9][C:10]([OH:12])=[O:11])[CH2:4][CH2:3]1. Reported procedure: Dissolve N-methylpiperazine (5.0 mL, 45.09 mmol) in diethyl ether in a stoppered flask and treat with neat ethyl bromoacetate (3.012 g, 18.036 mmol). Stir the reaction mixture at room temperature overnight, filter and wash the filter cake with diethyl ether. Combine the organic filtrates and evaporate the solvent in vacuo to give a light yellow oil. Take up in water (60 mL) and heat at 95° C. for 4 hours, allow to cool to room temperature and stir overnight. Evaporate the solvent in vacuo and di... The reactants are BrC(Br)(Br)Br, ClCCl, CCCc1cc(CO)ccc1OC(C(=O)OC)c1ccccc1, c1ccc(P(c2ccccc2)c2ccccc2)cc1. Product: CCCc1cc(CBr)ccc1OC(C(=O)OC)c1ccccc1. As a reaction SMILES: [C:24]([Br:25])([Br:26])([Br:27])[Br:28].[CH2:48]([Cl:49])[Cl:50].[OH:1][CH2:2][c:3]1[cH:4][c:5]([CH2:21][CH2:22][CH3:23])[c:6]([O:7][CH:8]([C:9](=[O:10])[O:11][CH3:12])[c:13]2[cH:14][cH:15][cH:16][cH:17][cH:18]2)[cH:19][cH:20]1.[c:29]1([P:30]([c:31]2[cH:32][cH:33][cH:34][cH:35][cH:36]2)[c:37]2[cH:38][cH:39][cH:40][cH:41][cH:42]2)[cH:43][cH:44][cH:45][cH:46][cH:47]1>>[CH2:2]([c:3]1[cH:4][c:5]([CH2:21][CH2:22][CH3:23])[c:6]([O:7][CH:8]([C:9](=[O:10])[O:11][CH3:12])[c:13]2[cH:14][cH:15][cH:16][cH:17][cH:18]2)[cH:19][cH:20]1)[Br:25]. Starting materials: C(C)NC(=O)NC=1SC2=C(N1)C=C(C=C2C2=NC=CC=C2)C2=NC(=NS2)N2CCC(CC2)(C(=O)OCC)C (Ethyl 1-(5-{2-[(ethylcarbamoyl)amino]-7-(pyridin-2-yl)-1,3-benzothiazol-5-yl}-1,2,4-thiadiazol-3-yl)-4-methylpiperidine-4-carboxylate), [OH-].[Na+] (NaOH). Run in CCO (EtOH). Run at temperature 90 celsius, time 18 hour. The product is C(C)NC(=O)NC=1SC2=C(N1)C=C(C=C2C2=NC=CC=C2)C2=NC(=NS2)N2CCC(CC2)(C(=O)O)C (1-(5-{2-[(ethylcarbamoyl)amino]-7-(pyridin-2-yl)-1,3-benzothiazol-5-yl}-1,2,4-thiadiazol-3-yl)-4-methylpiperidine-4-carboxylic acid). The yield is 33.8%. RXN SMILES: [CH2:1]([NH:3][C:4]([NH:6][C:7]1[S:8][C:9]2[C:15]([C:16]3[CH:21]=[CH:20][CH:19]=[CH:18][N:17]=3)=[CH:14][C:13]([C:22]3[S:26][N:25]=[C:24]([N:27]4[CH2:32][CH2:31][C:30]([CH3:38])([C:33]([O:35]CC)=[O:34])[CH2:29][CH2:28]4)[N:23]=3)=[CH:12][C:10]=2[N:11]=1)=[O:5])[CH3:2].[OH-].[Na+]>CCO>[CH2:1]([NH:3][C:4]([NH:6][C:7]1[S:8][C:9]2[C:15]([C:16]3[CH:21]=[CH:20][CH:19]=[CH:18][N:17]=3)=[CH:14][C:13]([C:22]3[S:26][N:25]=[C:24]([N:27]4[CH2:28][CH2:29][C:30]([CH3:38])([C:33]([OH:35])=[O:34])[CH2:31][CH2:32]4)[N:23]=3)=[CH:12][C:10]=2[N:11]=1)=[O:5])[CH3:2] |f:1.2|. Procedure details: Ethyl 1-(5-{2-[(ethylcarbamoyl)amino]-7-(pyridin-2-yl)-1,3-benzothiazol-5-yl}-1,2,4-thiadiazol-3-yl)-4-methylpiperidine-4-carboxylate (100 mg, 0.13 mmol) was dissolved in EtOH (10 mL) and 2M aqueous NaOH (2.5 mL) was added and the mixture stirred at 90° C. for 18 h, cooled to rt and concentrated to ˜⅕ volume water (10 mL) and DCM (10 mL) added. The aqueous layer was separated and the organic layer discarded. The resultant aqueous layer was acidified to pH˜2 and extracted with DCM (3×10 mL), the ... Reactants: CO, Cl, [Na+], CCOC(=O)C1(NC(=O)CC)Cc2cccc3c2N(CCC3)C1=O, [OH-]. The product is CCC(=O)NC1(C(=O)O)Cc2cccc3c2N(CCC3)C1=O. As a reaction SMILES: [CH3:28][OH:29].[ClH:27].[Na+:2].[O:3]=[C:4]1[N:5]2[CH2:6][CH2:7][CH2:8][c:9]3[c:10]2[c:11]([cH:24][cH:25][cH:26]3)[CH2:12][C:13]1([C:14](=[O:15])[O:16][CH2:17][CH3:18])[NH:19][C:20]([CH2:21][CH3:22])=[O:23].[OH-:1]>>[O:3]=[C:4]1[N:5]2[CH2:6][CH2:7][CH2:8][c:9]3[c:10]2[c:11]([cH:24][cH:25][cH:26]3)[CH2:12][C:13]1([C:14](=[O:15])[OH:16])[NH:19][C:20]([CH2:21][CH3:22])=[O:23]. Starting materials: CCOC(=O)C (EtOAc), ClC1=C(C=CC(=C1F)S(=O)(=O)CC)NC([C@@](C(F)(F)F)(C)O)=O ((R)-N-[2-Chloro-3-fluoro-4-(ethylsulphonyl)phenyl]-2-hydroxy-2-methyl-3,3,3-trifluoropropanamide), C1(=CC=CC=C1)O (phenol), C([O-])([O-])=O.[K+].[K+] (potassium carbonate). Solvent: CN(C)C=O (DMF). Conditions: temperature 150 celsius. Yields the product ClC1=C(C=CC(=C1OC1=CC=CC=C1)S(=O)(=O)CC)NC([C@@](C(F)(F)F)(C)O)=O ((R)-N-[2-Chloro-3-phenoxy-4-(ethylsulphonyl)phenyl]-2-hydroxy-2-methyl-3,3,3-trifluoropropanamide). Isolated yield 19.8%. RXN SMILES: [Cl:1][C:2]1[C:7](F)=[C:6]([S:9]([CH2:12][CH3:13])(=[O:11])=[O:10])[CH:5]=[CH:4][C:3]=1[NH:14][C:15](=[O:23])[C@:16]([OH:22])([CH3:21])[C:17]([F:20])([F:19])[F:18].[C:24]1([OH:30])[CH:29]=[CH:28][CH:27]=[CH:26][CH:25]=1.C(=O)([O-])[O-].[K+].[K+].CCOC(C)=O>CN(C=O)C>[Cl:1][C:2]1[C:7]([O:30][C:24]2[CH:29]=[CH:28][CH:27]=[CH:26][CH:25]=2)=[C:6]([S:9]([CH2:12][CH3:13])(=[O:11])=[O:10])[CH:5]=[CH:4][C:3]=1[NH:14][C:15](=[O:23])[C@:16]([OH:22])([CH3:21])[C:17]([F:20])([F:19])[F:18] |f:2.3.4|. Procedure details: (R)-N-[2-Chloro-3-fluoro-4-(ethylsulphonyl)phenyl]-2-hydroxy-2-methyl-3,3,3-trifluoropropanamide (Example 15; 0.308 g) was added to a stirred suspension of phenol (0.150 g) and anhydrous potassium carbonate (0.220 g) in anhydrous DMF (2 ml). The reaction mixture was heated to 150° C. under argon for 17 hours and allowed to cool to ambient temperature. EtOAc (50 ml) was added and the organic phase was washed with brine (4×50 ml), separated, dried and volatile material was removed by evaporation. ... Reactants: C1CCOC1, CCOC(C)=O, CCN(C(C)C)C(C)C, O=C(Cl)c1cnc2c(c1)N(S(=O)(=O)c1ccc(C(F)(F)F)cc1)CCO2, NCC(=O)c1ccccc1. The product is O=C(CNC(=O)c1cnc2c(c1)N(S(=O)(=O)c1ccc(C(F)(F)F)cc1)CCO2)c1ccccc1. Reaction SMILES: [CH2:46]1[O:47][CH2:48][CH2:49][CH2:50]1.[CH3:51][CH2:52][O:53][C:54]([CH3:55])=[O:56].[CH:37]([N:38]([CH2:39][CH3:40])[CH:41]([CH3:42])[CH3:43])([CH3:44])[CH3:45].[F:1][C:2]([c:3]1[cH:4][cH:5][c:6]([S:9](=[O:10])(=[O:11])[N:12]2[c:13]3[c:14]([n:18][cH:19][c:20]([C:22](=[O:23])[Cl:24])[cH:21]3)[O:15][CH2:16][CH2:17]2)[cH:7][cH:8]1)([F:25])[F:26].[NH2:27][CH2:28][C:29](=[O:30])[c:31]1[cH:32][cH:33][cH:34][cH:35][cH:36]1>>[F:1][C:2]([c:3]1[cH:4][cH:5][c:6]([S:9](=[O:10])(=[O:11])[N:12]2[c:13]3[c:14]([n:18][cH:19][c:20]([C:22](=[O:23])[NH:27][CH2:28][C:29](=[O:30])[c:31]4[cH:32][cH:33][cH:34][cH:35][cH:36]4)[cH:21]3)[O:15][CH2:16][CH2:17]2)[cH:7][cH:8]1)([F:25])[F:26]. Reaction SMILES: [C:39](=[O:40])([O-:41])[O-:42].[CH3:1][O:2][c:3]1[cH:4][cH:5][c:6]([CH2:7][n:8]2[c:9]3[n:10][cH:11][n:12][c:13](-[c:17]4[c:18]([F:23])[n:19][cH:20][cH:21][cH:22]4)[c:14]3[n:15][cH:16]2)[cH:24][cH:25]1.[CH3:45][N:46]1[CH2:47][CH2:48][CH2:49][C:50]1=[O:51].[Cs+:43].[Cs+:44].[OH:26][c:27]1[c:28]2[cH:29][cH:30][nH:31][c:32](=[O:38])[c:33]2[cH:34][cH:35][c:36]1[CH3:37]>>[CH3:1][O:2][c:3]1[cH:4][cH:5][c:6]([CH2:7][n:8]2[c:9]3[n:10][cH:11][n:12][c:13](-[c:17]4[c:18]([O:26][c:27]5[c:28]6[cH:29][cH:30][nH:31][c:32](=[O:38])[c:33]6[cH:34][cH:35][c:36]5[CH3:37])[n:19][cH:20][cH:21][cH:22]4)[c:14]3[n:15][cH:16]2)[cH:24][cH:25]1. The product is COc1ccc(Cn2cnc3c(-c4cccnc4Oc4c(C)ccc5c(=O)[nH]ccc45)ncnc32)cc1. The reactants are O=C([O-])[O-], COc1ccc(Cn2cnc3c(-c4cccnc4F)ncnc32)cc1, CN1CCCC1=O, [Cs+], [Cs+], Cc1ccc2c(=O)[nH]ccc2c1O.